This data is from the Open Reaction Database (ORD), a public repository of structured organic reaction records. The task is: describe an organic reaction: reactants, conditions, products, and yield Reactants: ClCCl, COC(=O)c1nnsc1CO, CC(C)[Si](OS(=O)(=O)C(F)(F)F)(C(C)C)C(C)C, Cc1cccc(C)n1. Product: COC(=O)c1nnsc1CO[Si](C(C)C)(C(C)C)C(C)C. As a reaction SMILES: [Cl:38][CH2:39][Cl:40].[OH:1][CH2:2][c:3]1[c:4]([C:8](=[O:9])[O:10][CH3:11])[n:5][n:6][s:7]1.[S:20]([O:21][Si:28]([CH:29]([CH3:30])[CH3:31])([CH:32]([CH3:33])[CH3:34])[CH:35]([CH3:36])[CH3:37])([C:22]([F:23])([F:24])[F:25])(=[O:26])=[O:27].[n:12]1[c:13]([CH3:14])[cH:15][cH:16][cH:17][c:18]1[CH3:19]>>[O:1]([CH2:2][c:3]1[c:4]([C:8](=[O:9])[O:10][CH3:11])[n:5][n:6][s:7]1)[Si:28]([CH:29]([CH3:30])[CH3:31])([CH:32]([CH3:33])[CH3:34])[CH:35]([CH3:36])[CH3:37].